This data is from the Open Reaction Database (ORD), a public repository of structured organic reaction records. The task is: describe an organic reaction: reactants, conditions, products, and yield The yield is 99.3%. Procedure details: To a round bottomed flask equipped with magnetic stirrer was added (±)-methyl {4-[2,4-bis(methoxymethoxy)phenyl]cyclohexylidene}acetate (1.13 g, 3.23 mmol) and ethanol (50 ml). To the stirred solution was added palladium (catalytic amount, 10% on activated carbon) in one portion. The reaction vessel was evacuated and placed under an atmosphere of hydrogen. This process was repeated for 10 cycles before leaving under a hydrogen atmosphere and then stirred vigorously for 17 hr. The reaction mixtur... The solvent is C(C)O (ethanol). Reagents/catalysts: [Pd] (palladium). Starting materials: COCOC1=C(C=CC(=C1)OCOC)C1CCC(CC1)=CC(=O)OC ((±)-methyl {4-[2,4-bis(methoxymethoxy)phenyl]cyclohexylidene}acetate). Reaction conditions: time 17 hour. Reaction SMILES: [CH3:1][O:2][CH2:3][O:4][C:5]1[CH:10]=[C:9]([O:11][CH2:12][O:13][CH3:14])[CH:8]=[CH:7][C:6]=1[CH:15]1[CH2:20][CH2:19][C:18](=[CH:21][C:22]([O:24][CH3:25])=[O:23])[CH2:17][CH2:16]1>[Pd].C(O)C>[CH3:1][O:2][CH2:3][O:4][C:5]1[CH:10]=[C:9]([O:11][CH2:12][O:13][CH3:14])[CH:8]=[CH:7][C:6]=1[C@H:15]1[CH2:16][CH2:17][C@H:18]([CH2:21][C:22]([O:24][CH3:25])=[O:23])[CH2:19][CH2:20]1. Yields the product COCOC1=C(C=CC(=C1)OCOC)[C@@H]1CC[C@H](CC1)CC(=O)OC (trans-Methyl {4-[2,4-bis(methoxymethoxy)phenyl]cyclohexyl}acetate). The reactants are CC(C)(C)OC(=O)Cn1nnc(-c2cnc(N3CCC(Oc4cc(F)ccc4Br)CC3)cn2)n1, O=C(O)C(F)(F)F, O. The product is O=C(O)Cn1nnc(-c2cnc(N3CCC(Oc4cc(F)ccc4Br)CC3)cn2)n1. As a reaction SMILES: [Br:1][c:2]1[c:3]([O:4][CH:5]2[CH2:6][CH2:7][N:8]([c:11]3[n:12][cH:13][c:14](-[c:17]4[n:18][n:19][n:20]([CH2:22][C:23](=[O:24])[O:25][C:26]([CH3:27])([CH3:28])[CH3:29])[n:21]4)[n:15][cH:16]3)[CH2:9][CH2:10]2)[cH:30][c:31]([F:34])[cH:32][cH:33]1.[F:35][C:36]([F:37])([F:38])[C:39]([OH:40])=[O:41].[OH2:42]>>[Br:1][c:2]1[c:3]([O:4][CH:5]2[CH2:6][CH2:7][N:8]([c:11]3[n:12][cH:13][c:14](-[c:17]4[n:18][n:19][n:20]([CH2:22][C:23](=[O:24])[OH:25])[n:21]4)[n:15][cH:16]3)[CH2:9][CH2:10]2)[cH:30][c:31]([F:34])[cH:32][cH:33]1. Reactants: O=C([O-])[O-], CS(C)=O, N#Cc1ccc(Oc2ccc(CN3CCC(c4ccccc4)C3)cc2F)nc1, [K+], [K+], OO. The product is NC(=O)c1ccc(Oc2ccc(CN3CCC(c4ccccc4)C3)cc2F)nc1. As a reaction SMILES: [C:29]([O-:30])(=[O:31])[O-:32].[CH3:37][S:38]([CH3:39])=[O:40].[F:1][c:2]1[c:3]([O:4][c:5]2[n:6][cH:7][c:8]([C:9]#[N:10])[cH:11][cH:12]2)[cH:13][cH:14][c:15]([CH2:17][N:18]2[CH2:19][CH:20]([c:23]3[cH:24][cH:25][cH:26][cH:27][cH:28]3)[CH2:21][CH2:22]2)[cH:16]1.[K+:33].[K+:34].[OH:35][OH:36]>>[F:1][c:2]1[c:3]([O:4][c:5]2[n:6][cH:7][c:8]([C:9]([NH2:10])=[O:30])[cH:11][cH:12]2)[cH:13][cH:14][c:15]([CH2:17][N:18]2[CH2:19][CH:20]([c:23]3[cH:24][cH:25][cH:26][cH:27][cH:28]3)[CH2:21][CH2:22]2)[cH:16]1. Reactants: FC=1C=C(OC2=CC(=NC(=C2)C)C)C=CC1B1OC(C(O1)(C)C)(C)C (4-[3-Fluoro-4-(4,4,5,5-tetramethyl-[1,3,2]dioxaborolan-2-yl)-phenoxy]-2,6-dimethyl-pyridine), C(=O)(O)[O-].[Na+] (NaHCO3), BrC1=C(C(N(C=C1)CCCC)=O)C#N (4-Bromo-1-butyl-2-oxo-1,2-dihydro-pyridine-3-carbonitrile). The reagents and catalysts are C=1C=CC(=CC1)[P](C=2C=CC=CC2)(C=3C=CC=CC3)[Pd]([P](C=4C=CC=CC4)(C=5C=CC=CC5)C=6C=CC=CC6)([P](C=7C=CC=CC7)(C=8C=CC=CC8)C=9C=CC=CC9)[P](C=1C=CC=CC1)(C=1C=CC=CC1)C=1C=CC=CC1 (Pd(PPh3)4). The solvent is O1CCOCC1 (1,4-dioxane). Product: C(CCC)N1C(C(=C(C=C1)C1=C(C=C(C=C1)OC1=CC(=NC(=C1)C)C)F)C#N)=O (1-Butyl-4-[4-(2,6-dimethyl-pyridin-4-yloxy)-2-fluoro-phenyl]-2-oxo-1,2-dihydro-pyridine-3-carbonitrile). RXN SMILES: [F:1][C:2]1[CH:3]=[C:4]([CH:14]=[CH:15][C:16]=1B1OC(C)(C)C(C)(C)O1)[O:5][C:6]1[CH:11]=[C:10]([CH3:12])[N:9]=[C:8]([CH3:13])[CH:7]=1.C([O-])(O)=O.[Na+].Br[C:32]1[CH:37]=[CH:36][N:35]([CH2:38][CH2:39][CH2:40][CH3:41])[C:34](=[O:42])[C:33]=1[C:43]#[N:44]>O1CCOCC1.C1C=CC([P]([Pd]([P](C2C=CC=CC=2)(C2C=CC=CC=2)C2C=CC=CC=2)([P](C2C=CC=CC=2)(C2C=CC=CC=2)C2C=CC=CC=2)[P](C2C=CC=CC=2)(C2C=CC=CC=2)C2C=CC=CC=2)(C2C=CC=CC=2)C2C=CC=CC=2)=CC=1>[CH2:38]([N:35]1[CH:36]=[CH:37][C:32]([C:16]2[CH:15]=[CH:14][C:4]([O:5][C:6]3[CH:7]=[C:8]([CH3:13])[N:9]=[C:10]([CH3:12])[CH:11]=3)=[CH:3][C:2]=2[F:1])=[C:33]([C:43]#[N:44])[C:34]1=[O:42])[CH2:39][CH2:40][CH3:41] |f:1.2,^1:54,56,75,94|. Procedure: To a solution of intermediate 18 (1.078 mmol) in 1,4-dioxane (6 ml) and a saturated solution of NaHCO3 (5 ml) was added intermediate 6 (0.25 g, 0.979 mmol). The resulting solution was degassed using a stream of nitrogen and to this was added Pd(PPh3)4 (0.113 mg, 0.098 mmol). The reaction was then microwaved in a sealed tube at 150° C. for 10 minutes. The resulting cooled reaction mixture was filtered through a pad of diatomaceous earth and the pad of diatomaceous earth was washed with EtOAc. The... Starting materials: ClC(=O)N1C=2C(C(NC3=C1C=CC=C3)=O)=CSC2C (4-(chlorocarbonyl)-4,9-dihydro-3-methyl-10H-thieno[3,4-b][1,5]benzodiazepin-10-one), C(CC)N(CCCC1CCN(CC1)CCN)CCC (2-[4-[3-(dipropylamino)propyl]-piperidin-l-yl]ethanamine), C(C)(C)OC(C)C (diisopropyl ether). The product is C(CC)N(CCCC1CCN(CC1)CCNC(=O)N1C=2C(C(NC3=C1C=CC=C3)=O)=CSC2C)CCC (4-[[[2-[4-[3-(Dipropylamino)propyl]-piperidin-l-yl]ethyl]amino]carbonyl]-4,9-dihydro-3-methyl-10H-thieno[3,4-b][1,5]benzodiazepin-10-one). The yield is 42.0%. As a reaction SMILES: Cl[C:2]([N:4]1[C:10]2[CH:11]=[CH:12][CH:13]=[CH:14][C:9]=2[NH:8][C:7](=[O:15])[C:6]2=[CH:16][S:17][C:18]([CH3:19])=[C:5]12)=[O:3].[CH2:20]([N:23]([CH2:36][CH2:37][CH3:38])[CH2:24][CH2:25][CH2:26][CH:27]1[CH2:32][CH2:31][N:30]([CH2:33][CH2:34][NH2:35])[CH2:29][CH2:28]1)[CH2:21][CH3:22].C(OC(C)C)(C)C>>[CH2:36]([N:23]([CH2:20][CH2:21][CH3:22])[CH2:24][CH2:25][CH2:26][CH:27]1[CH2:32][CH2:31][N:30]([CH2:33][CH2:34][NH:35][C:2]([N:4]2[C:10]3[CH:11]=[CH:12][CH:13]=[CH:14][C:9]=3[NH:8][C:7](=[O:15])[C:6]3=[CH:16][S:17][C:18]([CH3:19])=[C:5]23)=[O:3])[CH2:29][CH2:28]1)[CH2:37][CH3:38]. Procedure details: Prepared analogously to Example 1 from 4-(chlorocarbonyl)-4,9-dihydro-3-methyl-10H-thieno[3,4-b][1,5]benzodiazepin-10-one and 2-[4-[3-(dipropylamino)propyl]-piperidin-l-yl]ethanamine in a yield of 42% of theory. Colourless crystals, m.p. 114°-115° C. (diisopropyl ether). Starting materials: CC(=O)[O-], CC(=O)[O-], CC#N, ClCCl, [Cu+2], OB(O)c1ccccc1, COc1cc(O)cc(C)c1C=O, c1ccncc1. Product: COc1cc(Oc2ccccc2)cc(C)c1C=O. As a reaction SMILES: [C:34]([O-:35])(=[O:36])[CH3:37].[C:39]([O-:40])(=[O:41])[CH3:42].[CH3:31][C:32]#[N:33].[Cl:13][CH2:14][Cl:15].[Cu+2:38].[OH:16][B:17]([OH:18])[c:19]1[cH:20][cH:21][cH:22][cH:23][cH:24]1.[OH:1][c:2]1[cH:3][c:4]([O:11][CH3:12])[c:5]([CH:6]=[O:7])[c:8]([CH3:10])[cH:9]1.[cH:25]1[cH:26][cH:27][n:28][cH:29][cH:30]1>>[O:1]([c:2]1[cH:3][c:4]([O:11][CH3:12])[c:5]([CH:6]=[O:7])[c:8]([CH3:10])[cH:9]1)[c:19]1[cH:20][cH:21][cH:22][cH:23][cH:24]1. Reactants: CO, [Fe], COC(=O)c1ccc([N+](=O)[O-])s1, O. Product: COC(=O)c1ccc(N)s1. As a reaction SMILES: [CH3:1][OH:2].[Fe:15].[N+:3]([O-:4])(=[O:5])[c:6]1[cH:7][cH:8][c:9]([C:11](=[O:12])[O:13][CH3:14])[s:10]1.[OH2:16]>>[NH2:3][c:6]1[cH:7][cH:8][c:9]([C:11](=[O:12])[O:13][CH3:14])[s:10]1. Starting materials: C(C)OCC (Ethyl ether), Br (hydrobromic acid), BrBr (bromine), CC1=NC=CC=C1C(C)=O (1-(2-methylpyrid-3-yl)ethanone). Run in C(C)(=O)O (acetic acid). Run at time 1 hour. Product: Br.BrCC(=O)C=1C(=NC=CC1)C (2-bromo-1-(2-methylpyrid-3-yl)ethanone hydrobromide). Isolated yield 85.5%. As a reaction SMILES: [CH3:1][C:2]1[C:7]([C:8](=[O:10])[CH3:9])=[CH:6][CH:5]=[CH:4][N:3]=1.[BrH:11].BrBr.C(OCC)C>C(O)(=O)C>[BrH:11].[Br:11][CH2:9][C:8]([C:7]1[C:2]([CH3:1])=[N:3][CH:4]=[CH:5][CH:6]=1)=[O:10] |f:5.6|. Procedure: 150 mg (1.11 mmol) of 1-(2-methylpyrid-3-yl)ethanone are dissolved in 10 mL of glacial acetic acid. 365 μl (2.22 mmol) of hydrobromic acid and 63 μl (1.22 mmol) of bromine are added to the medium. The reaction mixture is placed under magnetic stirring at room temperature for 1 hour. Ethyl ether is added to the solution until a precipitate appears. The precipitate corresponding to 2-bromo-1-(2-methylpyrid-3-yl)ethanone hydrobromide is filtered off, washed with ethyl ether and dried. The 280 mg of... Reactants: COC1=CC(=CC2=CC=CC=C12)O (4-methoxy-2-naphthol), C(C1=CC=C(C=C1)OC)C(C#C)(O)CC1=CC=C(C=C1)OC (1,1-dianisylprop-2-yn-1-ol), 1, C1(=CC=CC=C1)C (toluene). The solvent is CCCCCC (hexane). Run at time 1.5 hour. The product is C(C1=CC=C(C=C1)OC)C1(C=CC2=C(O1)C=C(C1=CC=CC=C12)OC)CC1=CC=C(C=C1)OC (3,3-dianisyl-6-methoxy-3H-naphtho[2,1-b]pyran), solid. Yield: 41.0%. RXN SMILES: [CH3:1][O:2][C:3]1[C:12]2[C:7](=[CH:8][CH:9]=[CH:10][CH:11]=2)[CH:6]=[C:5]([OH:13])[CH:4]=1.[CH2:14]([C:23]([CH2:27][C:28]1[CH:33]=[CH:32][C:31]([O:34][CH3:35])=[CH:30][CH:29]=1)(O)[C:24]#[CH:25])[C:15]1[CH:20]=[CH:19][C:18]([O:21][CH3:22])=[CH:17][CH:16]=1.C1(C)C=CC=CC=1>CCCCCC>[CH2:14]([C:23]1([CH2:27][C:28]2[CH:33]=[CH:32][C:31]([O:34][CH3:35])=[CH:30][CH:29]=2)[O:13][C:5]2[CH:4]=[C:3]([O:2][CH3:1])[C:12]3[C:7]([C:6]=2[CH:25]=[CH:24]1)=[CH:8][CH:9]=[CH:10][CH:11]=3)[C:15]1[CH:16]=[CH:17][C:18]([O:21][CH3:22])=[CH:19][CH:20]=1. Procedure details: A mixture of 4-methoxy-2-naphthol (0.26 g; 0.015 mol). 1,1-dianisylprop-2-yn-1-ol (0.40 g g;0.0015 mol), acidic alumina Brockmann 1 (3.5 g) and toluene (40.0 ml) was heated and stirred for 1.5 h, cooled, filtered. The filtrate was washed with 2M NaOH then water, dried and evaporated to give an orange gum. Trituration with hexane yielded 3,3-dianisyl-6-methoxy-3H-naphtho[2,1-b]pyran of formula (1) below as an off-white solid (41%). Crystallisation from hexane and ethylacetate gave the pyran as wh... Starting materials: C=CC(C)=C (Isoprene), CCCCCCCCCCCCS (dodecylthiol), S(=O)(=O)([O-])OOS(=O)(=O)[O-].[K+].[K+] (potassium persulfate), C(=CC1=CC=CC=C1)S(=O)(=O)[O-].[Na+] (sodium styrene sulfonate), C(CCCCCCCCCCC)S(=O)(=O)[O-].[Na+] (sodium Lauryl sulfonate). Run in O (water). Yields the product C=CC(C)=C.C(=CC1=CC=CC=C1)S(=O)(=O)[O-].[Na+] (isoprene sodium styrene sulfonate). As a reaction SMILES: [CH2:1]=[CH:2][C:3](=[CH2:5])[CH3:4].[CH:6]([S:14]([O-:17])(=[O:16])=[O:15])=[CH:7][C:8]1[CH:13]=[CH:12][CH:11]=[CH:10][CH:9]=1.[Na+:18].C(S([O-])(=O)=O)CCCCCCCCCCC.[Na+].CCCCCCCCCCCCS.S(OOS([O-])(=O)=O)([O-])(=O)=O.[K+].[K+]>O>[CH2:1]=[CH:2][C:3](=[CH2:4])[CH3:5].[CH:6]([S:14]([O-:17])(=[O:15])=[O:16])=[CH:7][C:8]1[CH:13]=[CH:12][CH:11]=[CH:10][CH:9]=1.[Na+:18] |f:1.2,3.4,6.7.8,10.11.12|. Procedure: In this example a copolymer emulsion of isoprene-sodium styrene sulfonate was prepared in the same way as that of Example 1, except the recipe and reaction conditions were somewhat different. In this example the reaction was carried out at 55° C. for five hours. The various ingredient quantities were as follows. Isoprene at 1020 grams, sodium styrene sulfonate 30 gms, water 1500 gms, sodium Lauryl sulfonate 75 gms, dodecylthiol 3.0 gms and potassium persulfate 3.75 gms. The sample of this run wa...